This data is from the Open Reaction Database (ORD), a public repository of structured organic reaction records. The task is: describe an organic reaction: reactants, conditions, products, and yield The reactants are CC[SiH](CC)CC, COC(=O)C1CCC(C(=O)c2ccccc2OC)CC1, O=C(O)C(F)(F)F. Yields the product COC(=O)C1CCC(Cc2ccccc2OC)CC1. RXN SMILES: [CH2:21]([SiH:22]([CH2:23][CH3:24])[CH2:25][CH3:26])[CH3:27].[CH3:1][O:2][C:3](=[O:4])[CH:5]1[CH2:6][CH2:7][CH:8]([C:11]([c:12]2[c:13]([O:18][CH3:19])[cH:14][cH:15][cH:16][cH:17]2)=[O:20])[CH2:9][CH2:10]1.[OH:28][C:29]([C:30]([F:31])([F:32])[F:33])=[O:34]>>[CH3:1][O:2][C:3](=[O:4])[CH:5]1[CH2:6][CH2:7][CH:8]([CH2:11][c:12]2[c:13]([O:18][CH3:19])[cH:14][cH:15][cH:16][cH:17]2)[CH2:9][CH2:10]1. Reactants: Cl.NC(C(=O)OCC1=CC(=CC(=C1)C)C)CC1=CNC2=CC=CC=C12 (3,5-dimethylbenzyl 2-amino-3-(3-indolyl)propionate hydrochloride). Solvent: C(C1=CC=CC=C1)(=O)Cl (benzoyl chloride). Yields the product N1C=C(C2=CC=CC=C12)CC(C(=O)OCC1=CC(=CC(=C1)C)C)NC(C1=CC=CC=C1)=O (3,5-Dimethylbenzyl 3-(3-indolyl)-2-benzamidopropionate). Reaction SMILES: Cl.[NH2:2][CH:3]([CH2:16][C:17]1[C:25]2[C:20](=[CH:21][CH:22]=[CH:23][CH:24]=2)[NH:19][CH:18]=1)[C:4]([O:6][CH2:7][C:8]1[CH:13]=[C:12]([CH3:14])[CH:11]=[C:10]([CH3:15])[CH:9]=1)=[O:5]>C(Cl)(=O)C1C=CC=CC=1>[NH:19]1[C:20]2[C:25](=[CH:24][CH:23]=[CH:22][CH:21]=2)[C:17]([CH2:16][CH:3]([NH:2][C:7](=[O:6])[C:8]2[CH:13]=[CH:12][CH:11]=[CH:10][CH:9]=2)[C:4]([O:6][CH2:7][C:8]2[CH:9]=[C:10]([CH3:15])[CH:11]=[C:12]([CH3:14])[CH:13]=2)=[O:5])=[CH:18]1 |f:0.1|. Procedure: Following the method of Example 4b), benzoyl chloride (500 μL) and 3,5-dimethylbenzyl 2-amino-3-(3-indolyl)propionate hydrochloride (500 mg) gave the title compound after chromatography on silica using ethyl acetate/petroleum ether (3:2) (0.21 g), m.p. 133°-134° C. 1H NMR (360 MHz, CDCl3) δ8.10 (1H, s), 7.67 (1H, d, J=7 Hz), 7.53 (1H, d, J=7 Hz), 7.49-7.25 (4H, m), 7.17 (1H, t, J=7 Hz), 7.05 (1H, t, J=7 Hz), 6.97 (1H, s), 6.89 (2H, s), 6.82 (1H, d, J=2 Hz), 6.68 (1H, d, J=8 Hz), 5.18 (1H, m), 5.... The reactants are O (water), [Br-].C(=O)(O)CCCC[P+](C1=CC=CC=C1)(C1=CC=CC=C1)C1=CC=CC=C1 ((4-carboxybutyl) triphenylphosphonium bromide), [Na] (sodium), C1(CCCCCCCCCCC1)=O (Cyclododecanone). Solvent: CS(=O)C (dimethylsulfoxide), CS(=O)C (dimethylsulfoxide), CS(=O)C (dimethylsulfoxide). Run at time 30 minute. Product: C1(CCCCCCCCCCC1)=CCCCC(=O)O (5-cyclododecylidenepentanoic acid). Isolated yield 37.5%. As a reaction SMILES: [Na].[Br-].[C:3]([CH2:6][CH2:7][CH2:8][CH2:9][P+](C1C=CC=CC=1)(C1C=CC=CC=1)C1C=CC=CC=1)([OH:5])=[O:4].[C:29]1(=O)[CH2:40][CH2:39][CH2:38][CH2:37][CH2:36][CH2:35][CH2:34][CH2:33][CH2:32][CH2:31][CH2:30]1.O>CS(C)=O>[C:29]1(=[CH:9][CH2:8][CH2:7][CH2:6][C:3]([OH:5])=[O:4])[CH2:40][CH2:39][CH2:38][CH2:37][CH2:36][CH2:35][CH2:34][CH2:33][CH2:32][CH2:31][CH2:30]1 |f:1.2,^1:0|. Reported procedure: Dry dimethylsulfoxide (50 ml, distilled from calcium hydride) and 24.1 ml (0.06 mole) of the sodium salt of dimethylsulfoxide (2.49 M in dimethylsulfoxide, Fieser and Fieser, "Reagents for Organic Synthesis", 1:310 [1967]) were mixed together and cooled in an ice-water bath. Then 13.29 g (0.03 mole) of (4-carboxybutyl) triphenylphosphonium bromide (Aldrich Chemical Co.) was added thereto and the mixture was stirred for 30 min. Cyclododecanone (3.64 g, 0.02 mole; Aldrich Chemical Co.: Beilstein 7... Run in C(C)(=O)O (acetic acid), O (water), C(C)(=O)OCC (ethyl acetate), C(C)(=O)O (acetic acid). The product is N1=C(C=CC=C1)CC1=CC2=C(N=C(S2)N)C=C1 (6-[(2-pyridyl)methyl]-2-aminobenzothiazole). The reactants are BrBr (bromine), C([O-])([O-])=O.[K+].[K+] (potassium carbonate), NC1=CC=C(CC2=NC=CC=C2)C=C1 (2-(4-aminobenzyl)pyridine), [S-]C#N.[NH4+] (ammonium thiocyanate). Reaction SMILES: [NH2:1][C:2]1[CH:14]=[CH:13][C:5]([CH2:6][C:7]2[CH:12]=[CH:11][CH:10]=[CH:9][N:8]=2)=[CH:4][CH:3]=1.[S-:15][C:16]#[N:17].[NH4+].BrBr.C(=O)([O-])[O-].[K+].[K+]>C(O)(=O)C.O.C(OCC)(=O)C>[N:8]1[CH:9]=[CH:10][CH:11]=[CH:12][C:7]=1[CH2:6][C:5]1[CH:13]=[CH:14][C:2]2[N:1]=[C:16]([NH2:17])[S:15][C:3]=2[CH:4]=1 |f:1.2,4.5.6|. Procedure details: A solution of 2-(4-aminobenzyl)pyridine (4.5 g) and ammonium thiocyanate (3.7 g) in acetic acid (50 ml) was stirred at ambient temperature for 1 hour. A solution of bromine (1.3 ml) in acetic acid (5 ml) was dropwise added thereto at 10° to 15° C. under stirring and the resulting mixture was stirred at 10° to 20° C. for 1 hour. A mixture of ethyl acetate and water was added to the reaction mixture and the mixture was adjusted to pH 7.5 with potassium carbonate. An insoluble material was filtered... Isolated yield 14.1%. Yields the product COc1ccnc(CS(=O)c2nc3cc(-n4ccnc4)c(F)cc3[nH]2)c1. As a reaction SMILES: [Br-:37].[CH3:1][O:2][c:3]1[cH:4][c:5]([CH2:9][S:10][c:11]2[n:12][c:13]3[c:14]([nH:15]2)[cH:16][c:17]([F:25])[c:18](-[n:20]2[cH:21][n:22][cH:23][cH:24]2)[cH:19]3)[n:6][cH:7][cH:8]1.[Cl:26][c:27]1[cH:28][cH:29][cH:30][c:31]([C:32]([O:33][OH:35])=[O:34])[cH:36]1.[Cl:39][CH2:40][Cl:41].[K+:38]>>[CH3:1][O:2][c:3]1[cH:4][c:5]([CH2:9][S:10]([c:11]2[n:12][c:13]3[c:14]([nH:15]2)[cH:16][c:17]([F:25])[c:18](-[n:20]2[cH:21][n:22][cH:23][cH:24]2)[cH:19]3)=[O:34])[n:6][cH:7][cH:8]1. Starting materials: [Br-], COc1ccnc(CSc2nc3cc(-n4ccnc4)c(F)cc3[nH]2)c1, O=C(OO)c1cccc(Cl)c1, ClCCl, [K+]. RXN SMILES: [N:1]([CH2:4][C:5]1[N:9]([CH2:10][C:11]([N:13]2[CH2:18][CH2:17][N:16]([C:19]3[CH:24]=[CH:23][C:22]([Cl:25])=[CH:21][CH:20]=3)[CH2:15][CH2:14]2)=[O:12])[N:8]=[C:7]([C:26]([F:29])([F:28])[F:27])[C:6]=1[Cl:30])=[N+]=[N-]>CO>[NH2:1][CH2:4][C:5]1[N:9]([CH2:10][C:11]([N:13]2[CH2:14][CH2:15][N:16]([C:19]3[CH:20]=[CH:21][C:22]([Cl:25])=[CH:23][CH:24]=3)[CH2:17][CH2:18]2)=[O:12])[N:8]=[C:7]([C:26]([F:28])([F:27])[F:29])[C:6]=1[Cl:30]. Reactants: N(=[N+]=[N-])CC1=C(C(=NN1CC(=O)N1CCN(CC1)C1=CC=C(C=C1)Cl)C(F)(F)F)Cl (2-(5-Azidomethyl-4-chloro-3-trifluoromethyl-pyrazol-1-yl)-1-[4-(4-chlorophenyl)-piperazin-1-yl]-ethanone), SnCl2 hydrate. Reaction conditions: time 2 hour. Product: NCC1=C(C(=NN1CC(=O)N1CCN(CC1)C1=CC=C(C=C1)Cl)C(F)(F)F)Cl (2-(5-Aminomethyl-4-chloro-3-trifluoromethyl-pyrazol-1-yl)-1-[4-(4-chlorophenyl)-piperazin-1-yl]-ethanone). Procedure: 2.85 g (6.2 mmol) of 2-(5-Azidomethyl-4-chloro-3-trifluoromethyl-pyrazol-1-yl)-1-[4-(4-chlorophenyl)-piperazin-1-yl]-ethanone was dissolved in 80 mL methanol, and 3.61 g (16.0 mmol) of SnCl2 hydrate was added. After two hours, the reaction was concentrated in vacuo to remove the methanol. The residue was partitioned between 0.5M NaOH and ethyl acetate, and the phases were separated. The aqueous phase was back-extracted once with ethyl acetate. The combined ethyl acetate phases were extracted twi... Solvent: CO (methanol). The reactants are COc1ccc(C(=O)N2CCc3nnc(Cl)cc3C2)cc1, NN, O. The product is COc1ccc(C(=O)N2CCc3nnc(NN)cc3C2)cc1. As a reaction SMILES: [Cl:1][c:2]1[cH:3][c:4]2[c:5]([n:6][n:7]1)[CH2:8][CH2:9][N:10]([C:12]([c:13]1[cH:14][cH:15][c:16]([O:19][CH3:20])[cH:17][cH:18]1)=[O:21])[CH2:11]2.[NH2:23][NH2:24].[OH2:22]>>[c:2]1([NH:23][NH2:24])[cH:3][c:4]2[c:5]([n:6][n:7]1)[CH2:8][CH2:9][N:10]([C:12]([c:13]1[cH:14][cH:15][c:16]([O:19][CH3:20])[cH:17][cH:18]1)=[O:21])[CH2:11]2.